Dataset: the Open Reaction Database (ORD), a public repository of structured organic reaction records. Task: describe an organic reaction: reactants, conditions, products, and yield Starting materials: C=C1CC(=O)O1 (diketene), C1CC2=CC=CC3=CC=CC1=C23 (acenaphthene). Run in F (hydrofluoric acid). The product is C(CC(=O)C)(=O)C1=CC=C2CCC=3C=CC=C1C32 (5-acetoacetyl-acenaphthene). As a reaction SMILES: [CH2:1]=[C:2]1[O:6][C:4](=[O:5])[CH2:3]1.[CH2:7]1[C:17]2=[C:18]3[C:13](=[CH:14][CH:15]=[CH:16]2)[CH:12]=[CH:11][CH:10]=[C:9]3[CH2:8]1>F>[C:4]([C:12]1[C:13]2[C:18]3[C:9]([CH2:8][CH2:7][C:17]=3[CH:16]=[CH:15][CH:14]=2)=[CH:10][CH:11]=1)(=[O:5])[CH2:3][C:2]([CH3:1])=[O:6]. Reported procedure: 42 g (0.5 mol) of diketene were added dropwise to 77 g of acenaphthene (0.5 mole) in 300 ml of anhydrous hydrofluoric acid at -30°C while stirring. The temperature was maintained for 9 hours. The hydrofluoric acid was distilled off under reduced pressure at a temperature of the still of -30°C, the residue was washed until it was free from acid and distilled under reduced pressure. 10 g of unreacted acenaphthene were recovered (87 % conversion). At a transition temperature of 150° - 155°C under 0...